This data is from the Open Reaction Database (ORD), a public repository of structured organic reaction records. The task is: describe an organic reaction: reactants, conditions, products, and yield Reactants: N#CCBr, [Cl-], [H-], [NH4+], [Na+], Oc1ccc(-c2nc(-c3ccc4c(c3)OCO4)c(-c3ccccn3)[nH]2)cc1, C1CCOC1. Yields the product N#CCOc1ccc(-c2nc(-c3ccc4c(c3)OCO4)c(-c3ccccn3)[nH]2)cc1. As a reaction SMILES: [Br:30][CH2:31][C:32]#[N:33].[Cl-:34].[H-:28].[NH4+:35].[Na+:29].[O:1]1[CH2:2][O:3][c:4]2[c:5]1[cH:6][cH:7][c:8](-[c:10]1[n:11][c:12](-[c:21]3[cH:22][cH:23][c:24]([OH:27])[cH:25][cH:26]3)[nH:13][c:14]1-[c:15]1[n:16][cH:17][cH:18][cH:19][cH:20]1)[cH:9]2.[O:36]1[CH2:37][CH2:38][CH2:39][CH2:40]1>>[O:1]1[CH2:2][O:3][c:4]2[c:5]1[cH:6][cH:7][c:8](-[c:10]1[n:11][c:12](-[c:21]3[cH:22][cH:23][c:24]([O:27][CH2:31][C:32]#[N:33])[cH:25][cH:26]3)[nH:13][c:14]1-[c:15]1[n:16][cH:17][cH:18][cH:19][cH:20]1)[cH:9]2.